From a dataset of the Open Reaction Database (ORD), a public repository of structured organic reaction records. describe an organic reaction: reactants, conditions, products, and yield The product is O=C(O)c1ccc(OC(F)F)c2oc3ccc([N+](=O)[O-])cc3c12. The reactants are CC(C)=O, [O-][Cl+][O-], O=Cc1ccc(OC(F)F)c2oc3ccc([N+](=O)[O-])cc3c12, NS(=O)(=O)O, [Na+], O. RXN SMILES: [CH3:32][C:33](=[O:34])[CH3:35].[Cl+:28]([O-:29])[O-:30].[F:1][CH:2]([O:3][c:4]1[cH:5][cH:6][c:7]([CH:20]=[O:21])[c:8]2[c:9]1[o:10][c:11]1[c:12]2[cH:13][c:14]([N+:17](=[O:18])[O-:19])[cH:15][cH:16]1)[F:22].[NH2:23][S:24]([OH:25])(=[O:26])=[O:27].[Na+:31].[OH2:36]>>[F:1][CH:2]([O:3][c:4]1[cH:5][cH:6][c:7]([C:20](=[O:21])[OH:25])[c:8]2[c:9]1[o:10][c:11]1[c:12]2[cH:13][c:14]([N+:17](=[O:18])[O-:19])[cH:15][cH:16]1)[F:22]. Starting materials: C1CCOC1 (THF), FC1=CC=C(C[C@H]2CC[C@H](CC2)N2[C@@H](CCC2)CN)C=C1 ({(2S)-1-[cis-4-(4-fluorobenzyl)cyclohexyl]pyrrolidinyl}methanamine), C(C)(=O)C1=C(C=CC=C1)N=C=O (acetylphenyl isocyanate), C1CCOC1 (THF). Reaction conditions: time 4 hour. The product is C(C)(=O)C=1C=C(C=CC1)NC(=O)NC[C@H]1N(CCC1)[C@@H]1CC[C@@H](CC1)CC1=CC=C(C=C1)F (N-(3-acetylphenyl)-N′-({(2S)-1-[cis-4-(4-fluorobenzyl)cyclohexyl]pyrrolidinyl}methyl)urea). As a reaction SMILES: [F:1][C:2]1[CH:21]=[CH:20][C:5]([CH2:6][C@@H:7]2[CH2:12][CH2:11][C@H:10]([N:13]3[CH2:17][CH2:16][CH2:15][C@H:14]3[CH2:18][NH2:19])[CH2:9][CH2:8]2)=[CH:4][CH:3]=1.C([C:25]1[CH:30]=[CH:29][CH:28]=[CH:27][C:26]=1[N:31]=[C:32]=[O:33])(=O)C.C1C[O:37][CH2:36][CH2:35]1>>[C:36]([C:28]1[CH:27]=[C:26]([NH:31][C:32]([NH:19][CH2:18][C@@H:14]2[CH2:15][CH2:16][CH2:17][N:13]2[C@H:10]2[CH2:11][CH2:12][C@@H:7]([CH2:6][C:5]3[CH:4]=[CH:3][C:2]([F:1])=[CH:21][CH:20]=3)[CH2:8][CH2:9]2)=[O:33])[CH:25]=[CH:30][CH:29]=1)(=[O:37])[CH3:35]. Procedure details: To a stirring solution of {(2S)-1-[cis-4-(4-fluorobenzyl)cyclohexyl]pyrrolidinyl}methanamine (58 mg, 2 mmol) in 2 ml of THF at 25° C. under N2 was added 3 acetylphenyl isocyanate (32 mg, 2 mmol Aldrich). Worked up after 4 hours by stripping off the THF then purifying over silica gel in 100% ethyl acetate followed by 4:1 chloroform/methanol. Obtained 11 mg of a white foam as product. MS (ESI) detects 452 (M+H). Starting materials: C(CC)(=O)Cl (propanoyl chloride), BrC1=CC(=C(C(=N1)Cl)NC)N (6-bromo-2-chloro-N3-methylpyridine-3,4-diamine), O (water). Run in N1=CC=CC=C1 (pyridine). Conditions: temperature 0 celsius, time 1 hour. The product is BrC1=CC(=C(C(=N1)Cl)NC)NC(CC)=O (N-(6-bromo-2-chloro-3-(methylamino)pyridin-4-yl)propionamide). RXN SMILES: [Br:1][C:2]1[N:7]=[C:6]([Cl:8])[C:5]([NH:9][CH3:10])=[C:4]([NH2:11])[CH:3]=1.[C:12](Cl)(=[O:15])[CH2:13][CH3:14].O>N1C=CC=CC=1>[Br:1][C:2]1[N:7]=[C:6]([Cl:8])[C:5]([NH:9][CH3:10])=[C:4]([NH:11][C:12](=[O:15])[CH2:13][CH3:14])[CH:3]=1. Reported procedure: 6-bromo-2-chloro-N3-methylpyridine-3,4-diamine 2.59 (410 mg, 2.74 mmol) was dissolved in pyridine (10 mL). Mixture was cooled down to 0° C. and then propanoyl chloride (207 mg) was added portion wise. Mixture was stirred at 0° C. for 1 h. Reaction mixture was poured into water and extracted with ethyl acetate. Organic phase was dried over Mg2SO4, filtered, and concentrated under reduced pressure. Resulting residues were purified by silica gel chromatography (5% MeOH in DCM) to provide N-(6-bromo... Reactants: ClC1=CC=C(C=C1)C1CC(=O)OC(C1)=O (3-(4-chlorophenyl)glutaric anhydride), ClC=1C=CC(=C(N)C1)O (5-chloro-2-hydroxyaniline). Run in ClCCl (dichloromethane). Yields the product OC1=C(C=C(C=C1)Cl)NC(CC(CC(=O)O)C1=CC=C(C=C1)Cl)=O (N-(2-hydroxy-5-chlorophenyl)-3-(4-chlorophenyl)glutaramic acid). Isolated yield 87.0%. As a reaction SMILES: [Cl:1][C:2]1[CH:7]=[CH:6][C:5]([CH:8]2[CH2:14][C:13](=[O:15])[O:12][C:10](=[O:11])[CH2:9]2)=[CH:4][CH:3]=1.[Cl:16][C:17]1[CH:18]=[CH:19][C:20]([OH:24])=[C:21]([CH:23]=1)[NH2:22]>ClCCl>[OH:24][C:20]1[CH:19]=[CH:18][C:17]([Cl:16])=[CH:23][C:21]=1[NH:22][C:13](=[O:15])[CH2:14][CH:8]([C:5]1[CH:4]=[CH:3][C:2]([Cl:1])=[CH:7][CH:6]=1)[CH2:9][C:10]([OH:12])=[O:11]. Procedure details: Prepared by dissolving an equimolar mixture of 3-(4-chlorophenyl)glutaric anhydride and commercial 5-chloro-2-hydroxyaniline in boiling dichloromethane. Upon cooling to rt product precipitates and yields after isolation 87% of N-(2-hydroxy-5-chlorophenyl)-3-(4-chlorophenyl)glutaramic acid as colourless crystals. Reactants: BrC(Br)(Br)Br (tetrabromomethane), C1(=CC=CC=C1)P(C1=CC=CC=C1)C1=CC=CC=C1 (triphenyl phosphine), C(CCC)N(C(COCCCCCCO)=O)C (N-butyl-[(6-hydroxyhexyl)-oxyl]-N-methyl acetamide). The solvent is C(Cl)Cl (methylene chloride). Reaction conditions: temperature 0 celsius, time 1 hour. Yields the product BrCCCCCCOCC(=O)N(C)CCCC (2-[(6-bromohexyl)-oxy]-N-butyl-N-methylacetamide). The yield is 89.7%. RXN SMILES: Br[C:2]([Br:5])(Br)Br.C1(P(C2C=CC=CC=2)C2C=CC=CC=2)C=CC=CC=1.[CH2:25]([N:29]([CH3:41])[C:30](=[O:40])[CH2:31][O:32][CH2:33][CH2:34][CH2:35][CH2:36][CH2:37]CO)[CH2:26][CH2:27][CH3:28]>C(Cl)Cl>[Br:5][CH2:2][CH2:37][CH2:36][CH2:35][CH2:34][CH2:33][O:32][CH2:31][C:30]([N:29]([CH2:25][CH2:26][CH2:27][CH3:28])[CH3:41])=[O:40]. Procedure: 9.3 g of tetrabromomethane and 7.4 g of triphenyl phosphine were added at -15° C. to a solution of 5.52 g of the product of Step B in 55 ml of methylene chloride and the reaction mixture was stirred for one hour at 0° C., then chromatographed on silica (eluant: ethyl acetate-cyclohexane 7-3) to obtain 6.22 g of the expected product. The reactants are ice, BrC1=C(C=C(N)C=C1)OC (4-bromo-3-methoxyaniline), Cl (HCl), N(=O)[O-].[Na+] (Sodium nitrite), C(#N)CC(=O)N (2-cyanoacetamide), O.O.O.C(C)(=O)[O-].[Na+] (sodium acetate trihydrate). Run in C(C)O (ethanol), O (water), O (water), O (water). Run at time 10 minute. Product: BrC1=C(C=C(C=C1)N=NC(C(=O)N)C#N)OC (2-[(4-Bromo-3-methoxyphenyl)diazenyl]-2-cyanoacetamide). Isolated yield 93.6%. As a reaction SMILES: [N:1]([O-])=O.[Na+].[Br:5][C:6]1[CH:12]=[CH:11][C:9]([NH2:10])=[CH:8][C:7]=1[O:13][CH3:14].Cl.[C:16]([CH2:18][C:19]([NH2:21])=[O:20])#[N:17].O.O.O.C([O-])(=O)C.[Na+]>O.C(O)C>[Br:5][C:6]1[CH:12]=[CH:11][C:9]([N:10]=[N:1][CH:18]([C:16]#[N:17])[C:19]([NH2:21])=[O:20])=[CH:8][C:7]=1[O:13][CH3:14] |f:0.1,5.6.7.8.9|. Reported procedure: Sodium nitrite (8.54 g, 123.7 mmol) dissolved in water (100 ml) was added to an ice-cold suspension of 4-bromo-3-methoxyaniline (25 g, 123.7 mmol) in concentrated HCl (46 ml, 1514 mmol) and water (100 ml). After stirring for 10 minutes, 2-cyanoacetamide (10.40 g, 123.7 mmol) and sodium acetate trihydrate (84 g, 617 mmol) in water (1.8 L) was added and the reaction was allowed to stir overnight. The resulting solid was collected by filtration, washed with water, dried, giving an orange solid whic... Starting materials: CO, O=Cc1ccc2c(c1)OCO2, C[N+](=O)[O-], [Na+], [OH-], O. The product is O=[N+]([O-])C=Cc1ccc2c(c1)OCO2. Reaction SMILES: [CH3:18][OH:19].[CH:1](=[O:2])[c:3]1[cH:4][cH:5][c:6]2[c:10]([cH:11]1)[O:9][CH2:8][O:7]2.[N+:12](=[O:13])([O-:14])[CH3:15].[Na+:17].[OH-:16].[OH2:20]>>[CH:1]([c:3]1[cH:4][cH:5][c:6]2[c:10]([cH:11]1)[O:9][CH2:8][O:7]2)=[CH:15][N+:12](=[O:13])[O-:14].